From a dataset of the Open Reaction Database (ORD), a public repository of structured organic reaction records. describe an organic reaction: reactants, conditions, products, and yield Procedure details: A solution of diisopropyl azodicarboxylate (1.4 mL, 7.1 mmol) in THF (3.5 mL, 44 mmol) was slowly added to a 0° C. solution of BOC-PRO-OL (1.0 g, 5.0 mmol), 3-chlorophenol (0.68 g, 5.2 mmol) and triphenylphosphine (1.5 g, 5.8 mmol) in THF (17 mL, 210 mmol). The reaction mixture was warmed to ambient temperature. After 3 h the reaction mixture was quenched with 1 N NaOH and extracted with methylene chloride (3×). The combined organic layers were washed with brine, dried over sodium sulfate, filte... Product: ClC=1C=C(OC[C@H]2N(CCC2)C(=O)OC(C)(C)C)C=CC1 (tert-Butyl (2S)-2-[(3-chlorophenoxy)methyl]pyrrolidine-1-carboxylate). Reaction SMILES: N(C(OC(C)C)=O)=NC(OC(C)C)=O.C1COCC1.[CH3:20][C:21]([O:24][C:25]([N:27]1[C@H:31]([CH2:32][OH:33])[CH2:30][CH2:29][CH2:28]1)=[O:26])([CH3:23])[CH3:22].[Cl:34][C:35]1[CH:36]=[C:37](O)[CH:38]=[CH:39][CH:40]=1.C1(P(C2C=CC=CC=2)C2C=CC=CC=2)C=CC=CC=1>>[Cl:34][C:35]1[CH:40]=[C:39]([CH:38]=[CH:37][CH:36]=1)[O:33][CH2:32][C@@H:31]1[CH2:30][CH2:29][CH2:28][N:27]1[C:25]([O:24][C:21]([CH3:20])([CH3:22])[CH3:23])=[O:26]. Starting materials: N(=NC(=O)OC(C)C)C(=O)OC(C)C (diisopropyl azodicarboxylate), C1CCOC1 (THF), CC(C)(C)OC(=O)N1CCC[C@H]1CO (BOC-PRO-OL), ClC=1C=C(C=CC1)O (3-chlorophenol), C1(=CC=CC=C1)P(C1=CC=CC=C1)C1=CC=CC=C1 (triphenylphosphine), C1CCOC1 (THF). The reactants are O=C1CCC(N2Cc3c(OCc4ccc(CBr)cc4)cccc3C2=O)C(=O)N1, CCN(C(C)C)C(C)C, ClCCl, O, Sc1nc2ccccc2[nH]1. The product is O=C1CCC(N2Cc3c(OCc4ccc(CSc5nc6ccccc6[nH]5)cc4)cccc3C2=O)C(=O)N1. As a reaction SMILES: [Br:1][CH2:2][c:3]1[cH:4][cH:5][c:6]([CH2:7][O:8][c:9]2[c:10]3[c:14]([cH:15][cH:16][cH:17]2)[C:13](=[O:18])[N:12]([CH:19]2[C:20](=[O:26])[NH:21][C:22](=[O:25])[CH2:23][CH2:24]2)[CH2:11]3)[cH:27][cH:28]1.[CH:39]([N:40]([CH2:41][CH3:42])[CH:43]([CH3:44])[CH3:45])([CH3:46])[CH3:47].[Cl:48][CH2:49][Cl:50].[OH2:51].[nH:29]1[c:30]([SH:38])[n:31][c:32]2[c:33]1[cH:34][cH:35][cH:36][cH:37]2>>[CH2:2]([c:3]1[cH:4][cH:5][c:6]([CH2:7][O:8][c:9]2[c:10]3[c:14]([cH:15][cH:16][cH:17]2)[C:13](=[O:18])[N:12]([CH:19]2[C:20](=[O:26])[NH:21][C:22](=[O:25])[CH2:23][CH2:24]2)[CH2:11]3)[cH:27][cH:28]1)[S:38][c:30]1[nH:29][c:33]2[c:32]([n:31]1)[cH:37][cH:36][cH:35][cH:34]2.